Dataset: the Open Reaction Database (ORD), a public repository of structured organic reaction records. Task: describe an organic reaction: reactants, conditions, products, and yield The reactants are Cc1nc(Cl)c2ncn(-c3ccc(C(C)C)cc3Br)c2n1, C1COCCN1. Product: Cc1nc(N2CCOCC2)c2ncn(-c3ccc(C(C)C)cc3Br)c2n1. RXN SMILES: [Br:1][c:2]1[c:3](-[n:11]2[c:12]3[n:13][c:14]([CH3:21])[n:15][c:16]([Cl:20])[c:17]3[n:18][cH:19]2)[cH:4][cH:5][c:6]([CH:8]([CH3:9])[CH3:10])[cH:7]1.[CH2:22]1[CH2:23][O:24][CH2:25][CH2:26][NH:27]1>>[Br:1][c:2]1[c:3](-[n:11]2[c:12]3[n:13][c:14]([CH3:21])[n:15][c:16]([N:27]4[CH2:22][CH2:23][O:24][CH2:25][CH2:26]4)[c:17]3[n:18][cH:19]2)[cH:4][cH:5][c:6]([CH:8]([CH3:9])[CH3:10])[cH:7]1. Starting materials: N(=C=S)C1=CC=C(C=C1)C=1CCC(NN1)=O (4,5-dihydro-6-[4-(isothiocyano)phenyl]-3(2H)-pyridazinone), Br.BrCCN (2-bromoethylamine hydrobromide), C(=O)([O-])[O-].[K+].[K+] (K2CO3). Run in CN(C)C=O (DMF). Reaction conditions: temperature 80 celsius. Yields the product S1C(=NCC1)NC1=CC=C(C=C1)C=1CCC(NN1)=O (6-[4-[(4,5-dihydro-2-thiazolyl)amino]phenyl]-4,5-dihydro-3(2H)-pyridazinone). Isolated yield 73.9%. Reaction SMILES: [N:1]([C:4]1[CH:9]=[CH:8][C:7]([C:10]2[CH2:11][CH2:12][C:13](=[O:16])[NH:14][N:15]=2)=[CH:6][CH:5]=1)=[C:2]=[S:3].Br.Br[CH2:19][CH2:20][NH2:21].C([O-])([O-])=O.[K+].[K+]>CN(C=O)C>[S:3]1[CH2:19][CH2:20][N:21]=[C:2]1[NH:1][C:4]1[CH:5]=[CH:6][C:7]([C:10]2[CH2:11][CH2:12][C:13](=[O:16])[NH:14][N:15]=2)=[CH:8][CH:9]=1 |f:1.2,3.4.5|. Reported procedure: A mixture of 0.57 g of 4,5-dihydro-6-[4-(isothiocyano)phenyl]-3(2H)-pyridazinone, 0.51 g of 2-bromoethylamine hydrobromide and 0.34 g of anhydrous K2CO3 in 12 ml of DMF is heated at 80° C. for four hours. The reaction mixture is cooled, filtered, and the filtrate is concentrated under reduced pressure. The residue is treated with water, neutralized, and filtered to give 0.5 g of 6-[4-[(4,5-dihydro-2-thiazolyl)amino]phenyl]-4,5-dihydro-3(2H)-pyridazinone, mp 217°-218° C. The reactants are CCO, COc1ccc(Cn2cc(Cl)c3cc(OC4CCC(NC(C)=O)CC4)c(S(N)(=O)=O)cc3c2=O)cc1, Cl. The product is COc1ccc(Cn2cc(Cl)c3cc(OC4CCC(N)CC4)c(S(N)(=O)=O)cc3c2=O)cc1. RXN SMILES: [CH3:38][CH2:39][OH:40].[Cl:1][c:2]1[cH:3][n:4]([CH2:28][c:29]2[cH:30][cH:31][c:32]([O:35][CH3:36])[cH:33][cH:34]2)[c:5](=[O:27])[c:6]2[cH:7][c:8]([S:23]([NH2:24])(=[O:25])=[O:26])[c:9]([O:12][CH:13]3[CH2:14][CH2:15][CH:16]([NH:19][C:20](=[O:21])[CH3:22])[CH2:17][CH2:18]3)[cH:10][c:11]12.[ClH:37]>>[Cl:1][c:2]1[cH:3][n:4]([CH2:28][c:29]2[cH:30][cH:31][c:32]([O:35][CH3:36])[cH:33][cH:34]2)[c:5](=[O:27])[c:6]2[cH:7][c:8]([S:23]([NH2:24])(=[O:25])=[O:26])[c:9]([O:12][CH:13]3[CH2:14][CH2:15][CH:16]([NH2:19])[CH2:17][CH2:18]3)[cH:10][c:11]12. Starting materials: NC1=NC(=CC(=N1)C1=CC(=C(C#N)C=C1)F)C1=C(C=CC=C1)OC (4-{2-Amino-6-[2-(methyloxy)phenyl]-4-pyrimidinyl}-2-fluorobenzonitrile), O1CCOCC1 (1,4-dioxane), O.NN (hydrazine monohydrate). Conditions: temperature 95 celsius, time 8 hour. The product is NC1=NC(=CC(=N1)C1=CC=C2C(=NNC2=C1)N)C1=C(C=CC=C1)OC (6-{2-Amino-6-[2-(methyloxy)phenyl]-4-pyrimidinyl}-1H-indazol-3-amine). Reaction SMILES: [NH2:1][C:2]1[N:7]=[C:6]([C:8]2[CH:15]=[CH:14][C:11]([C:12]#[N:13])=[C:10](F)[CH:9]=2)[CH:5]=[C:4]([C:17]2C=C[CH:20]=[CH:19][C:18]=2OC)[N:3]=1.O.[NH2:26][NH2:27].O1[CH2:33][CH2:32][O:31][CH2:30]C1>>[NH2:1][C:2]1[N:7]=[C:6]([C:8]2[CH:9]=[C:10]3[C:11]([C:12]([NH2:13])=[N:26][NH:27]3)=[CH:14][CH:15]=2)[CH:5]=[C:4]([C:17]2[CH:18]=[CH:19][CH:20]=[CH:33][C:32]=2[O:31][CH3:30])[N:3]=1 |f:1.2|. Reported procedure: To the mixture of 4-{2-Amino-6-[2-(methyloxy)phenyl]-4-pyrimidinyl}-2-fluorobenzonitrile (306 mg) in 1,4-dioxane (30 mL) was added hydrazine monohydrate (2.5 mL), and the mixture was stirred overnight at 95° C. The reaction mixture was cooled to room temperature and filtered to remove some black solid (seemed to be Pd particle). Additional hydrazine monohydrate (1 mL) was added, and the resulting mixture was stirred for another 24 hours at 95° C. The solvent was evaporated, and the resulting res... Starting materials: C(C)OC(=O)C=1N=C(SC1N)C(C)C (5-amino-2-isopropyl-thiazole-4-carboxylic acid ethyl ester), FC1=C(C=CC=C1)[N+](=O)[O-] (2-fluoronitrobenzene), [Li+].[OH-] (LiOH), LiOH monohydrate, C(=O)(C(F)(F)F)O (TFA). Run in O (water), CS(=O)C (DMSO), O (water), C(C)#N (ACN). Run at time 3.5 hour. Yields the product C(C)OC(=O)C=1N=C(SC1NC1=C(C=CC=C1)[N+](=O)[O-])C(C)C (2-Isopropyl-5-(2-nitro-phenylamino)-thiazole-4-carboxylic acid ethyl ester). Isolated yield 91.1%. As a reaction SMILES: [CH2:1]([O:3][C:4]([C:6]1[N:7]=[C:8]([CH:12]([CH3:14])[CH3:13])[S:9][C:10]=1[NH2:11])=[O:5])[CH3:2].F[C:16]1[CH:21]=[CH:20][CH:19]=[CH:18][C:17]=1[N+:22]([O-:24])=[O:23].[Li+].[OH-].C(O)(C(F)(F)F)=O>CS(C)=O.O.C(#N)C>[CH2:1]([O:3][C:4]([C:6]1[N:7]=[C:8]([CH:12]([CH3:13])[CH3:14])[S:9][C:10]=1[NH:11][C:16]1[CH:21]=[CH:20][CH:19]=[CH:18][C:17]=1[N+:22]([O-:24])=[O:23])=[O:5])[CH3:2] |f:2.3|. Procedure: Combine a solution of 5-amino-2-isopropyl-thiazole-4-carboxylic acid ethyl ester (8.71 g, 40.6 mmol) and 2-fluoronitrobenzene (4.28 mL, 40.6 mmol) in DMSO (105 mL) and stir at rt under N2 as LiOH (1.95 g, 81.4 mmol, 2.0 eq.) or LiOH monohydrate (2 eq) is added in one portion. The reaction turns dark. Heat the reaction mixture to 55° C. for 3 h until complete by HPLC (Zorbax SB C18 25 cm, 60:40/ACN:0.1% TFA in water, 233 nm, 1.0 mL/min). Cool to rt overnight, Cool the reaction to 0-5° C. with sti...